From a dataset of the Open Reaction Database (ORD), a public repository of structured organic reaction records. describe an organic reaction: reactants, conditions, products, and yield Starting materials: CC(=O)O[BH-](OC(C)=O)OC(C)=O, C=O, COC(=O)c1ccc(-c2ccccc2)cc1NC(=O)c1cc(C2CCNCC2)ccc1OCc1ccccc1, CC(=O)O, [Na+], C1CCOC1. Product: COC(=O)c1ccc(-c2ccccc2)cc1NC(=O)c1cc(C2CCN(C)CC2)ccc1OCc1ccccc1. As a reaction SMILES: [C:7]([O:8][BH-:9]([O:10][C:11](=[O:12])[CH3:13])[O:14][C:15](=[O:16])[CH3:17])(=[O:18])[CH3:19].[CH2:1]=[O:2].[CH2:21]([c:22]1[cH:23][cH:24][cH:25][cH:26][cH:27]1)[O:28][c:29]1[c:30]([C:31](=[O:32])[NH:33][c:34]2[c:35]([C:36](=[O:37])[O:38][CH3:39])[cH:40][cH:41][c:42](-[c:44]3[cH:45][cH:46][cH:47][cH:48][cH:49]3)[cH:43]2)[cH:50][c:51]([CH:54]2[CH2:55][CH2:56][NH:57][CH2:58][CH2:59]2)[cH:52][cH:53]1.[CH3:3][C:4](=[O:5])[OH:6].[Na+:20].[O:60]1[CH2:61][CH2:62][CH2:63][CH2:64]1>>[CH3:3][N:57]1[CH2:56][CH2:55][CH:54]([c:51]2[cH:50][c:30]([C:31](=[O:32])[NH:33][c:34]3[c:35]([C:36](=[O:37])[O:38][CH3:39])[cH:40][cH:41][c:42](-[c:44]4[cH:45][cH:46][cH:47][cH:48][cH:49]4)[cH:43]3)[c:29]([O:28][CH2:21][c:22]3[cH:23][cH:24][cH:25][cH:26][cH:27]3)[cH:53][cH:52]2)[CH2:59][CH2:58]1. The reactants are N1CCOCC1 (morpholine), Cl.C(C)(C)(C)C1=CC(=NC=C1)C(=O)O (4-tert-butyl-pyridine-2-carboxylic acid hydrochloride), N,N′-carbonyldiimidazole, CN1CCOCC1 (4-methylmorpholine), C1CCOC1 (THF). The solvent is ClCCl (dichloromethane), ClCCl (dichloromethane). Yields the product C(C)(C)(C)C1=CC(=NC=C1)C(=O)N1CCOCC1 ((4-tert-Butyl-pyridin-2-yl)-morpholin-4-yl-methanone). Yield: 79.6%. Reaction SMILES: Cl.[C:2]([C:6]1[CH:11]=[CH:10][N:9]=[C:8]([C:12]([OH:14])=O)[CH:7]=1)([CH3:5])([CH3:4])[CH3:3].C[N:16]1[CH2:21][CH2:20][O:19][CH2:18][CH2:17]1.C1COCC1.N1CCOCC1>ClCCl>[C:2]([C:6]1[CH:11]=[CH:10][N:9]=[C:8]([C:12]([N:16]2[CH2:21][CH2:20][O:19][CH2:18][CH2:17]2)=[O:14])[CH:7]=1)([CH3:3])([CH3:4])[CH3:5] |f:0.1|. Reported procedure: Suspend 4-tert-butyl-pyridine-2-carboxylic acid hydrochloride (11.14 g, 51.8 mmol) in 50 mL dichloromethane, add 4-methylmorpholine (10.48 g, 11.4 mL, 104 mmol), stir, add 100 mL THF and stir the suspension a few minutes. Add N,N′-carbonyldiimidazole (8.4 g, 51.8 mmol) to the stirring suspension, note moderate gas evolution and stir the light suspension at room temperature for 30 to 90 minutes. Add morpholine (13.54 g, 13.61 mL, 155 mmol) via pipet, stir overnight at room temperature. Dilute the...